Dataset: the Open Reaction Database (ORD), a public repository of structured organic reaction records. Task: describe an organic reaction: reactants, conditions, products, and yield The reactants are COC(=O)c1ccc2c(c1)N(S(=O)(=O)c1cc(Cl)ccc1OC)CC2, CO, [K+], C1CCOC1, [OH-]. The product is COc1ccc(Cl)cc1S(=O)(=O)N1CCc2ccc(C(=O)O)cc21. Reaction SMILES: [CH3:1][O:2][C:3](=[O:4])[c:5]1[cH:6][cH:7][c:8]2[c:12]([cH:13]1)[N:11]([S:14](=[O:15])(=[O:16])[c:17]1[c:18]([O:24][CH3:25])[cH:19][cH:20][c:21]([Cl:23])[cH:22]1)[CH2:10][CH2:9]2.[CH3:28][OH:29].[K+:27].[O:30]1[CH2:31][CH2:32][CH2:33][CH2:34]1.[OH-:26]>>[O:2]=[C:3]([OH:4])[c:5]1[cH:6][cH:7][c:8]2[c:12]([cH:13]1)[N:11]([S:14](=[O:15])(=[O:16])[c:17]1[c:18]([O:24][CH3:25])[cH:19][cH:20][c:21]([Cl:23])[cH:22]1)[CH2:10][CH2:9]2.